describe an organic reaction: reactants, conditions, products, and yield From a dataset of the Open Reaction Database (ORD), a public repository of structured organic reaction records. The reactants are C=CC(=O)OC, Cc1ccc(C(C)(C)CC(C)(C)C)c(O)c1C. The product is COC(=O)CCc1cc(C(C)(C)CC(C)(C)C)c(O)c(C)c1C. As a reaction SMILES: [C:18]([CH:19]=[CH2:20])(=[O:21])[O:22][CH3:23].[CH3:1][c:2]1[c:3]([OH:17])[c:4]([C:9]([CH2:10][C:11]([CH3:12])([CH3:13])[CH3:14])([CH3:15])[CH3:16])[cH:5][cH:6][c:7]1[CH3:8]>>[CH3:1][c:2]1[c:3]([OH:17])[c:4]([C:9]([CH2:10][C:11]([CH3:12])([CH3:13])[CH3:14])([CH3:15])[CH3:16])[cH:5][c:6]([CH2:20][CH2:19][C:18](=[O:21])[O:22][CH3:23])[c:7]1[CH3:8]. The reactants are COC(=O)C1CCN(Cc2ccccc2)CC1c1cccc(Br)c1, [Cl-], [NH4+], O. The product is O=C1c2ccc(Br)cc2C2CN(Cc3ccccc3)CCC12. Reaction SMILES: [CH2:1]([c:2]1[cH:3][cH:4][cH:5][cH:6][cH:7]1)[N:8]1[CH2:9][CH:10]([c:18]2[cH:19][c:20]([Br:24])[cH:21][cH:22][cH:23]2)[CH:11]([C:14]([O:16][CH3:15])=[O:17])[CH2:12][CH2:13]1.[Cl-:25].[NH4+:26].[OH2:27]>>[CH2:1]([c:2]1[cH:3][cH:4][cH:5][cH:6][cH:7]1)[N:8]1[CH2:9][CH:10]2[CH:11]([CH2:12][CH2:13]1)[C:14](=[O:16])[c:23]1[c:18]2[cH:19][c:20]([Br:24])[cH:21][cH:22]1.